Task: describe an organic reaction: reactants, conditions, products, and yield. Dataset: the Open Reaction Database (ORD), a public repository of structured organic reaction records Starting materials: COC(=O)c1ccc(O)c(Br)c1, CN1CCCC1=O, N#C[Cu], O. Product: COC(=O)c1ccc(O)c(C#N)c1. Reaction SMILES: [Br:1][c:2]1[cH:3][c:4]([C:5](=[O:6])[O:7][CH3:8])[cH:9][cH:10][c:11]1[OH:12].[CH3:16][N:17]1[CH2:18][CH2:19][CH2:20][C:21]1=[O:22].[Cu:13][C:14]#[N:15].[OH2:23]>>[c:2]1([C:14]#[N:15])[cH:3][c:4]([C:5](=[O:6])[O:7][CH3:8])[cH:9][cH:10][c:11]1[OH:12]. Starting materials: OCC(CO)NC1=C(C=C(C#N)C=C1)[N+](=O)[O-] (4-[2-hydroxy-1-(hydroxymethyl)ethylamino]-3-nitrobenzonitrile), COC(C)(C)OC (2,2-dimethoxypropane), O (water). The reagents and catalysts are C1(=CC=C(C=C1)S(=O)(=O)O)C (p-toluenesulfonic acid). Solvent: ClCCl (dichloromethane). Run at time 8 hour. Yields the product [N+](=O)([O-])C=1C=C(C#N)C=CC1 (3-nitrobenzonitrile). Isolated yield 154.2%. Reaction SMILES: OCC(N[C:7]1[CH:14]=[CH:13][C:10]([C:11]#[N:12])=[CH:9][C:8]=1[N+:15]([O-:17])=[O:16])CO.COC(OC)(C)C.O>ClCCl.C1(C)C=CC(S(O)(=O)=O)=CC=1>[N+:15]([C:8]1[CH:9]=[C:10]([CH:13]=[CH:14][CH:7]=1)[C:11]#[N:12])([O-:17])=[O:16]. Procedure: A mixture of 4-[2-hydroxy-1-(hydroxymethyl)ethylamino]-3-nitrobenzonitrile (1.35 g), 2,2-dimethoxypropane (1.4 g) and p-toluenesulfonic acid (10 mg) in anhydrous dichloromethane (30 mL) was stirred at ambient temperature for 8 hours. The mixture was poured into water and extracted with chloroform. The organic layer was washed with brine and dried over magnesium sulfate. After evaporation of the solvent, the residue was triturated with diethyl ether to give 4-[(2,2-dimethyl-1,3-dioxan-5-yl)amino[...